From a dataset of the Open Reaction Database (ORD), a public repository of structured organic reaction records. describe an organic reaction: reactants, conditions, products, and yield Reactants: OC(CC#N)COS(=O)(=O)C ((RS)-3-hydroxy-4-(methanesulfonyloxy)butyronitrile), Cl (hydrochloric acid), [H][H] (hydrogen). Reagents/catalysts: [Pd] (Pd on carbon). Run in CO (methanol). Product: Cl.OC(CCN)COS(=O)(=O)C ((RS)-3-hydroxy-4-(methanesulfonyloxy)butylamine hydrochloride). As a reaction SMILES: [OH:1][CH:2]([CH2:6][O:7][S:8]([CH3:11])(=[O:10])=[O:9])[CH2:3][C:4]#[N:5].[ClH:12].[H][H]>CO.[Pd]>[ClH:12].[OH:1][CH:2]([CH2:6][O:7][S:8]([CH3:11])(=[O:10])=[O:9])[CH2:3][CH2:4][NH2:5] |f:5.6|. Reported procedure: To a solution of (RS)-3-hydroxy-4-(methanesulfonyloxy)butyronitrile (14.6 g) in methanol (60 ml), 10 wt. % Pd on carbon (2.5 g) and conc. hydrochloric acid (15 ml) were added. The mixture was stirred in a hydrogen atmosphere of 4.0 kg/cm2 at room temperature for 8 hours. After filtering off the catalyst, the mixture was evaporated under reduced pressure to obtain a crude product, which was purified by silica gel chromatography (Wako Gel C200, an eluent: methanol/acetone (volume ratio of 1/9) to ... Reactants: FC(C(C(F)(F)F)(O)C1=C(C=2CCCCC2C=C1)NC(=O)NC)(F)F (N-[2-(hexafluoro-2-hydroxy-2-propyl)-5,6,7,8-tetrahydro-1-naphthyl]-N'-methylurea), C(C)(=O)Cl (acetyl chloride). Product: C(C)(=O)OC(C(F)(F)F)(C(F)(F)F)C1=C(C=2CCCCC2C=C1)NC(=O)NC (N-[2-(2-acetoxyhexafluoro-2-propyl)-5,6,7,8-tetrahydro-1-naphthyl]-N'-methylurea). RXN SMILES: [F:1][C:2]([F:25])([F:24])[C:3]([C:9]1[CH:18]=[CH:17][C:16]2[CH2:15][CH2:14][CH2:13][CH2:12][C:11]=2[C:10]=1[NH:19][C:20]([NH:22][CH3:23])=[O:21])([OH:8])[C:4]([F:7])([F:6])[F:5].[C:26](Cl)(=[O:28])[CH3:27]>>[C:26]([O:8][C:3]([C:9]1[CH:18]=[CH:17][C:16]2[CH2:15][CH2:14][CH2:13][CH2:12][C:11]=2[C:10]=1[NH:19][C:20]([NH:22][CH3:23])=[O:21])([C:4]([F:6])([F:5])[F:7])[C:2]([F:24])([F:25])[F:1])(=[O:28])[CH3:27]. Procedure: Reaction of the compounds of formulae (Ia) and (Ib) wherein Z is hydroxy with the appropriate acid chloride affords the corresponding alkanoyloxy derivative. For instance, reaction of N-[2-(hexafluoro-2-hydroxy-2-propyl)-5,6,7,8-tetrahydro-1-naphthyl]-N'-methylurea with acetyl chloride yields N-[2-(2-acetoxyhexafluoro-2-propyl)-5,6,7,8-tetrahydro-1-naphthyl]-N'-methylurea. Procedure details: A mixture of methyl 7-methoxy-2-(piperidin-1-yl)-5H-pyrido[3,2-b]indole-4-carboxylate (15 mg, 0.044 mmol) and 7 N NH3 in MeOH (1.5 mL) in a sealed microwave tube was heated at 75° C. for 40 h. Removal of solvent to afford 7-methoxy-2-(piperidin-1-yl)-5H-pyrido[3,2-b]indole-4-carboxamide (14 mg, 0.038 mmol, 87% yield) as a solid. MS (ESI) m/z 325.1 (M+H). 1H NMR (500 MHz, MeOD) δ ppm 8.04 (1H, d, J=8.85 Hz), 7.21 (1H, s), 7.06 (1H, d, J=2.14 Hz), 6.82 (1H, dd, J=8.70, 2.29 Hz), 3.91 (3H, s), 3.49... Yield: 87.0%. Run in CO (MeOH). The reactants are COC=1C=CC=2C3=C(NC2C1)C(=CC(=N3)N3CCCCC3)C(=O)OC (methyl 7-methoxy-2-(piperidin-1-yl)-5H-pyrido[3,2-b]indole-4-carboxylate), N (NH3). Reaction conditions: temperature 75 celsius. Reaction SMILES: [CH3:1][O:2][C:3]1[CH:4]=[CH:5][C:6]2[C:7]3[N:15]=[C:14]([N:16]4[CH2:21][CH2:20][CH2:19][CH2:18][CH2:17]4)[CH:13]=[C:12]([C:22]([O:24]C)=O)[C:8]=3[NH:9][C:10]=2[CH:11]=1.[NH3:26]>CO>[CH3:1][O:2][C:3]1[CH:4]=[CH:5][C:6]2[C:7]3[N:15]=[C:14]([N:16]4[CH2:17][CH2:18][CH2:19][CH2:20][CH2:21]4)[CH:13]=[C:12]([C:22]([NH2:26])=[O:24])[C:8]=3[NH:9][C:10]=2[CH:11]=1. Yields the product COC=1C=CC=2C3=C(NC2C1)C(=CC(=N3)N3CCCCC3)C(=O)N (7-methoxy-2-(piperidin-1-yl)-5H-pyrido[3,2-b]indole-4-carboxamide). The reactants are C=C1CC2CN(C(C)c3ccccc3)CC2(NC(=O)OC(C)(C)C)C1, O=C(Cl)OCc1ccccc1, ClCCl. Product: C=C1CC2CN(C(=O)OCc3ccccc3)CC2(NC(=O)OC(C)(C)C)C1. RXN SMILES: [C:12]([CH3:13])([CH3:14])([CH3:15])[O:16][C:17](=[O:18])[NH:19][C:20]12[CH2:21][N:22]([CH:29]([c:30]3[cH:31][cH:32][cH:33][cH:34][cH:35]3)[CH3:36])[CH2:23][CH:24]1[CH2:25][C:26](=[CH2:28])[CH2:27]2.[Cl:1][C:2](=[O:3])[O:4][CH2:5][c:6]1[cH:7][cH:8][cH:9][cH:10][cH:11]1.[Cl:37][CH2:38][Cl:39]>>[C:2](=[O:3])([O:4][CH2:5][c:6]1[cH:7][cH:8][cH:9][cH:10][cH:11]1)[N:22]1[CH2:21][C:20]2([NH:19][C:17]([O:16][C:12]([CH3:13])([CH3:14])[CH3:15])=[O:18])[CH:24]([CH2:23]1)[CH2:25][C:26](=[CH2:28])[CH2:27]2. The reactants are ClC1=CC=C(C=C1)C(C=1C(=NN(C1C)C1CC1)C(=O)O)NC1=CN(C(C(=C1)C)=O)C (4-((4-chlorophenyl)((1,5-dimethyl-6-oxo-1,6-dihydropyridin-3-yl)amino)methyl)-1-cyclopropyl-5-methyl-1H-pyrazole-3-carboxylic acid). The solvent is C(Cl)Cl.CO (CH2Cl2 MeOH). The product is ClC1=CC=C(C=C1)C1N(C(C2=NN(C(=C21)C)C2CC2)=O)C2=CN(C(C(=C2)C)=O)C (4-(4-chlorophenyl)-2-cyclopropyl-5-(1,5-dimethyl-6-oxo-1,6-dihydropyridin-3-yl)-3-methyl-4,5-dihydropyrrolo[3,4-c]pyrazol-6(2H)-one). As a reaction SMILES: [Cl:1][C:2]1[CH:7]=[CH:6][C:5]([CH:8]([NH:21][C:22]2[CH:27]=[C:26]([CH3:28])[C:25](=[O:29])[N:24]([CH3:30])[CH:23]=2)[C:9]2[C:10]([C:18]([OH:20])=O)=[N:11][N:12]([CH:15]3[CH2:17][CH2:16]3)[C:13]=2[CH3:14])=[CH:4][CH:3]=1>C(Cl)Cl.CO>[Cl:1][C:2]1[CH:3]=[CH:4][C:5]([CH:8]2[C:9]3[C:10](=[N:11][N:12]([CH:15]4[CH2:17][CH2:16]4)[C:13]=3[CH3:14])[C:18](=[O:20])[N:21]2[C:22]2[CH:27]=[C:26]([CH3:28])[C:25](=[O:29])[N:24]([CH3:30])[CH:23]=2)=[CH:6][CH:7]=1 |f:1.2|. Reported procedure: The title compound was prepared in analogy to the procedure described in Example 1 using 4-((4-chlorophenyl)((1,5-dimethyl-6-oxo-1,6-dihydropyridin-3-yl)amino)methyl)-1-cyclopropyl-5-methyl-1H-pyrazole-3-carboxylic acid (Step 20.4). tR: 4.06 min (HPLC 1); tR: 0.92 min (LC-MS 2); ESI-MS: 409.2 [M+H]+ (LC-MS 2); Rf=0.39 (CH2Cl2/MeOH 9:1); 1H NMR (400 MHz, DMSO-d6) δ ppm 0.94-1.17 (m, 4H) 1.91 (s, 3H) 2.13 (s, 3H) 3.34 (s, 3H) 3.60-3.67 (m, 1H) 6.09 (s, 1H) 7.20-7.26 (m, 2H) 7.32-7.43 (m, 3H) 7.70 ... The reactants are [H][H] (hydrogen), FC1=C(CN)C=CC(=C1)F (2,4-difluorobenzylamine), C(CCCCC)=O (caproaldehyde), C(C)(=O)O (acetic acid). Reagents/catalysts: [Ni] (Raney nickel). Solvent: C(C)O (ethanol), O1CCCC1 (tetrahydrofuran). Reaction conditions: temperature 100 celsius, time 13 hour. The product is C(CCCCC)NCC1=C(C=C(C=C1)F)F (N-Hexyl-2,4-difluorobenzylamine). The yield is 29.1%. RXN SMILES: [F:1][C:2]1[CH:9]=[C:8]([F:10])[CH:7]=[CH:6][C:3]=1[CH2:4][NH2:5].[CH:11](=O)[CH2:12][CH2:13][CH2:14][CH2:15][CH3:16].C(O)(=O)C.[H][H]>[Ni].C(O)C.O1CCCC1>[CH2:11]([NH:5][CH2:4][C:3]1[CH:6]=[CH:7][C:8]([F:10])=[CH:9][C:2]=1[F:1])[CH2:12][CH2:13][CH2:14][CH2:15][CH3:16]. Reported procedure: 71.6 g (0.50 mol) of 2,4-difluorobenzylamine, 100.2 g (1.0 mol) of caproaldehyde, 1.0 g of acetic acid, 10 g of Raney nickel in ethanol and 500 ml of tetrahydrofuran are introduced into a 1 l autoclave. This mixture is heated to 100° C. and hydrogenated with stirring and under a pressure of 100 bar. After 13 hours, the take-up of hydrogen is 142% of theory. The black suspension is filtered, and the filtrate is evaporated on a rotary evaporator and subsequently distilled at 77° C. and 2 mbar. 33....